This data is from the Open Reaction Database (ORD), a public repository of structured organic reaction records. The task is: describe an organic reaction: reactants, conditions, products, and yield As a reaction SMILES: [CH2:1]([O:17][CH2:18][CH:19]([O:22][CH2:23][C:24]1[CH:29]=[CH:28][CH:27]=[CH:26][CH:25]=1)[CH:20]=[CH2:21])[CH2:2][CH2:3][CH2:4][CH2:5][CH2:6][CH2:7][CH2:8][CH2:9][CH2:10][CH2:11][CH2:12][CH2:13][CH2:14][CH2:15][CH3:16].B.[O:31]1CCCC1>>[CH2:1]([O:17][CH2:18][CH:19]([O:22][CH2:23][C:24]1[CH:25]=[CH:26][CH:27]=[CH:28][CH:29]=1)[CH2:20][CH2:21][OH:31])[CH2:2][CH2:3][CH2:4][CH2:5][CH2:6][CH2:7][CH2:8][CH2:9][CH2:10][CH2:11][CH2:12][CH2:13][CH2:14][CH2:15][CH3:16]. Reported procedure: To a solution of 11.5 g of [[[1-[(hexadecyloxy)-methyl]-2-propenyl]oxy]methyl]benzene in 50 ml of tetrahydrofuran was added dropwise, at 0° C.,57.12 ml of 1 M borane in tetrahydrofuran. After stirring at room temperature for 3 hours the excess borane was destroyed by the addition of water. The mixture was cooled in an ice bath, 100 ml of 3N sodium hydroxide was added followed by 100 ml of 30% hydrogen peroxide and after 10 minutes the mixture was stirred for 1/2 hour at room temperature and then... Starting materials: O1CCCC1 (tetrahydrofuran), B (borane), C(CCCCCCCCCCCCCCC)OCC(C=C)OCC1=CC=CC=C1 ([[[1-[(hexadecyloxy)-methyl]-2-propenyl]oxy]methyl]benzene), O1CCCC1 (tetrahydrofuran), B (borane). Run at time 10 minute. Product: C(CCCCCCCCCCCCCCC)OCC(CCO)OCC1=CC=CC=C1 (4-(Hexadecyloxy)-3-(phenylmethoxy)-1-butanol).